From a dataset of the Open Reaction Database (ORD), a public repository of structured organic reaction records. describe an organic reaction: reactants, conditions, products, and yield The reactants are O=C1CCC(=O)N1Br, CC#N, O=Cc1cccc(C(F)(F)F)c1O. The product is O=Cc1cc(Br)cc(C(F)(F)F)c1O. RXN SMILES: [Br:14][N:15]1[C:16](=[O:17])[CH2:18][CH2:19][C:20]1=[O:21].[CH3:22][C:23]#[N:24].[OH:1][c:2]1[c:3]([CH:4]=[O:5])[cH:6][cH:7][cH:8][c:9]1[C:10]([F:11])([F:12])[F:13]>>[OH:1][c:2]1[c:3]([CH:4]=[O:5])[cH:6][c:7]([Br:14])[cH:8][c:9]1[C:10]([F:11])([F:12])[F:13]. Reaction SMILES: [C:1](=[O:2])([O-:3])[O-:4].[CH2:14]([CH:15]=[CH2:16])[N:17]=[C:18]=[O:19].[ClH:20].[K+:5].[K+:6].[O:21]=[CH:22][N:23]([CH3:24])[CH3:25].[OH:7][c:8]1[n:9][nH:10][c:11]([CH3:13])[cH:12]1>>[OH:7][c:8]1[n:9][n:10]([C:18]([NH:17][CH2:14][CH:15]=[CH2:16])=[O:19])[c:11]([CH3:13])[cH:12]1. Product: C=CCNC(=O)n1nc(O)cc1C. Reactants: O=C([O-])[O-], C=CCN=C=O, Cl, [K+], [K+], CN(C)C=O, Cc1cc(O)n[nH]1. The reactants are IC1=C(CN)C=CC=C1 (2-iodobenzylamine), CCN(C(C)C)C(C)C (DIPEA), C(C)(C)(C)OC(NC1CCC(CC1)CNC1=NC(=NC=C1[N+](=O)[O-])Cl)=O ({4-[(2-chloro-5-nitro-pyrimidin-4-ylamino)-methyl]-cyclohexyl}-carbamic acid tert-butyl ester). Run in C(Cl)Cl (CH2Cl2), CN(C)C=O (DMF). Reaction conditions: time 16 hour. Yields the product C(C)(C)(C)OC(NC1CCC(CC1)CNC1=NC(=NC=C1[N+](=O)[O-])NCC1=C(C=CC=C1)I)=O ((4-{[2-(2-iodo-benzylamino)-5-nitro-pyrimidin-4-ylamino]-methyl}-cyclohexyl)-carbamic acid tert-butyl ester). The yield is 64.1%. RXN SMILES: [C:1]([O:5][C:6](=[O:26])[NH:7][CH:8]1[CH2:13][CH2:12][CH:11]([CH2:14][NH:15][C:16]2[C:21]([N+:22]([O-:24])=[O:23])=[CH:20][N:19]=[C:18](Cl)[N:17]=2)[CH2:10][CH2:9]1)([CH3:4])([CH3:3])[CH3:2].[I:27][C:28]1[CH:35]=[CH:34][CH:33]=[CH:32][C:29]=1[CH2:30][NH2:31].CCN(C(C)C)C(C)C>C(Cl)Cl.CN(C=O)C>[C:1]([O:5][C:6](=[O:26])[NH:7][CH:8]1[CH2:13][CH2:12][CH:11]([CH2:14][NH:15][C:16]2[C:21]([N+:22]([O-:24])=[O:23])=[CH:20][N:19]=[C:18]([NH:31][CH2:30][C:29]3[CH:32]=[CH:33][CH:34]=[CH:35][C:28]=3[I:27])[N:17]=2)[CH2:10][CH2:9]1)([CH3:4])([CH3:3])[CH3:2]. Reported procedure: To a solution of {4-[(2-chloro-5-nitro-pyrimidin-4-ylamino)-methyl]-cyclohexyl}-carbamic acid tert-butyl ester (100 mg, 0.26 mmol) in a mixture of CH2Cl2 (2 mL) and DMF (1 mL) were added 2-iodobenzylamine (192 mg, 0.82 mmol) and DIPEA (135 μL, 1.04 mmoL). The reaction mixture was stirred at room temperature for 16 h and concentrated in vacuo. The resulting residue was diluted with EtOAc and washed with water (×3) and then with brine. The organic phase was dried over anhydrous Na2SO4 and concentr... The reactants are ClC(C(=O)OC)C (methyl 2-chloropropionate), solution, C[O-].[Na+] (NaOMe), C(=O)[O-].[NH4+] (ammonium formate), C(C)(=O)O (acetic acid), SCCC(=O)OC (methyl 3-mercaptopropionate), solution, C[O-].[Na+] (NaOMe). Run in O (water), C=1(C(=CC=CC1)C)C (xylene), CO (methanol), CO (methanol), CO (methanol), CO (methanol). Run at temperature 5 celsius, time 10 minute. Product: NC1=C(CSC1C)C(=O)OC (methyl 4-amino-5-methyl-2,5-dihydrothiophene-3-carboxylate). Isolated yield 93.5%. Reaction SMILES: [SH:1][CH2:2][CH2:3][C:4]([O:6][CH3:7])=[O:5].C[O-].[Na+].Cl[CH:12]([CH3:17])[C:13](OC)=O.C(O)(=O)C.C([O-])=O.[NH4+:25]>CO.O.C1(C)C(C)=CC=CC=1>[NH2:25][C:13]1[CH:12]([CH3:17])[S:1][CH2:2][C:3]=1[C:4]([O:6][CH3:7])=[O:5] |f:1.2,5.6|. Reported procedure: At 0-10° C., 61.3 g of methyl 3-mercaptopropionate (3, 0.5 mol, content: 98%) were added dropwise over 35 min to 90 g of a 30% solution of NaOMe in methanol (0.5 mol). After the addition, the mixture was stirred at 0-10° C. for a further 10 min and subsequently, at 0-5° C., 63.2 g of methyl 2-chloropropionate (4, 0.5 mol, content: 97%) were metered in over 50 min. The reaction mixture was stirred at 0-5° C. for a further 30 min, before 500 ml of xylene were added. Subsequently, the methanol was ... Reactants: [N+](=O)([O-])CC1=CC2=CC=CC=C2CC1 (2-Nitromethyl-3,4-dihydronaphthalene), [H][H] (hydrogen), [H][H] (hydrogen). Reagents/catalysts: [Pd] (Pd/C). Run in CO (MeOH). The product is NCC1CC2=CC=CC=C2CC1 (2-Aminomethyl-1,2,3,4-tetrahydronaphthalene). As a reaction SMILES: [N+:1]([CH2:4][C:5]1[CH2:14][CH2:13][C:12]2[C:7](=[CH:8][CH:9]=[CH:10][CH:11]=2)[CH:6]=1)([O-])=O.[H][H]>CO.[Pd]>[NH2:1][CH2:4][CH:5]1[CH2:14][CH2:13][C:12]2[C:7](=[CH:8][CH:9]=[CH:10][CH:11]=2)[CH2:6]1. Procedure: 2-Nitromethyl-3,4-dihydronaphthalene (XXXV) (25 g) and 20% Pd/C (1.0 g) were combined in MeOH (200 ml) and shaken in a Parr hydrogenator at 3 atmospheres hydrogen pressure for 24 hours, by which time the theoretical amount of hydrogen (4 equivalents) had been absorbed. Removal of the catalyst and solvent left an oil (24 g) which was converted to its HCl salt by solution in MeOH and addition of concentrated HCl. The product, compound XXXI.HCl, was recrystallized from 2-propanol, yielding a white ... Reactants: NC1(CCC1)C1=CC=C(C=C1)C1=NC=2CCCC(C2C=C1C1=CC=CC=C1)=O (2-(4-(1-aminocyclobutyl)phenyl)-3-phenyl-7,8-dihydroquinolin-5(6H)-one), C(C)(C)(C)OC(NC1(CCC1)C1=CC=C(C=C1)C1=NC=2CCN3C(C2C=C1C1=CC=CC=C1)=NN=C3C=3N=CN(C3)C)=O (tert-butyl(1-(4-(3-(1-methyl-1H-imidazol-4-yl)-9-phenyl-5,6-dihydro-[1,2,4]triazolo[3,4-f][1,6]naphthyridin-8-yl)phenyl)cyclobutyl)carbamate). Yields the product CN1C=NC(=C1)C1=NN=C2C=3C=C(C(=NC3CCN21)C2=CC=C(C=C2)C2(CCC2)N)C2=CC=CC=C2 (1-(4-(3-(1-methyl-1H-imidazol-4-yl)-9-phenyl-5,6-dihydro-[1,2,4]triazolo[3,4-f][1,6]naphthyridin-8-yl)phenyl)cyclobutanamine). Yield: 105.6%. As a reaction SMILES: NC1(C2C=CC(C3C(C4C=CC=CC=4)=CC4C(=O)CCCC=4N=3)=CC=2)CCC1.C(OC(=O)[NH:35][C:36]1([C:40]2[CH:45]=[CH:44][C:43]([C:46]3[C:55]([C:56]4[CH:61]=[CH:60][CH:59]=[CH:58][CH:57]=4)=[CH:54][C:53]4[C:52]5=[N:62][N:63]=[C:64]([C:65]6[N:66]=[CH:67][N:68]([CH3:70])[CH:69]=6)[N:51]5[CH2:50][CH2:49][C:48]=4[N:47]=3)=[CH:42][CH:41]=2)[CH2:39][CH2:38][CH2:37]1)(C)(C)C>>[CH3:70][N:68]1[CH:69]=[C:65]([C:64]2[N:51]3[C:52]([C:53]4[CH:54]=[C:55]([C:56]5[CH:61]=[CH:60][CH:59]=[CH:58][CH:57]=5)[C:46]([C:43]5[CH:42]=[CH:41][C:40]([C:36]6([NH2:35])[CH2:37][CH2:38][CH2:39]6)=[CH:45][CH:44]=5)=[N:47][C:48]=4[CH2:49][CH2:50]3)=[N:62][N:63]=2)[N:66]=[CH:67]1. Reported procedure: Following the procedure for 2-(4-(1-aminocyclobutyl)phenyl)-3-phenyl-7,8-dihydroquinolin-5(6H)-one, tert-butyl(1-(4-(3-(1-methyl-1H-imidazol-4-yl)-9-phenyl-5,6-dihydro-[1,2,4]triazolo[3,4-f][1,6]naphthyridin-8-yl)phenyl)cyclobutyl)carbamate (9 mg, 0.02 mmol) was reacted to afford the title compound (10 mg, quantitative). LCMS (Method A): RT=3.53 min, M-NH2=377. 1H NMR (500 MHz, MeOD): 8.43 (1H, s), 7.99 (1H, br s), 7.91 (1H, br s), 7.52 (2H, d), 7.44 (2H, d), 7.33-7.27 (5H, m), 3.89 (3H, s), 3.5... The reactants are COC=1C=CC(=NC1OC)NC=1C=2N(N=C(C1)N1CC(CCC1)C(=O)O)C=CN2 (1-(8-(5,6-dimethoxypyridin-2-ylamino)imidazo[1,2-b]pyridazin-6-yl)piperidine-3-carboxylic acid), NC1=CC=C(C(=O)OC(C)(C)C)C=C1 (tert-butyl 4-aminobenzoate), CCN=C=NCCCN(C)C (EDCI), CN1C=NC=C1 (1-methyl-1H-imidazole). Solvent: ClCCl (dichloromethane). Conditions: time 16 hour. Product: COC=1C=CC(=NC1OC)NC=1C=2N(N=C(C1)N1CC(CCC1)C(=O)NC1=CC=C(C(=O)OC(C)(C)C)C=C1)C=CN2 (tert-butyl 4-(1-(8-(5,6-dimethoxypyridin-2-ylamino)imidazo[1,2-b]pyridazin-6-yl)piperidine-3-carboxamido)benzoate). Yield: 139.5%. RXN SMILES: [CH3:1][O:2][C:3]1[CH:4]=[CH:5][C:6]([NH:11][C:12]2[C:13]3[N:14]([CH:27]=[CH:28][N:29]=3)[N:15]=[C:16]([N:18]3[CH2:23][CH2:22][CH2:21][CH:20]([C:24](O)=[O:25])[CH2:19]3)[CH:17]=2)=[N:7][C:8]=1[O:9][CH3:10].[NH2:30][C:31]1[CH:43]=[CH:42][C:34]([C:35]([O:37][C:38]([CH3:41])([CH3:40])[CH3:39])=[O:36])=[CH:33][CH:32]=1.CCN=C=NCCCN(C)C.CN1C=CN=C1>ClCCl>[CH3:1][O:2][C:3]1[CH:4]=[CH:5][C:6]([NH:11][C:12]2[C:13]3[N:14]([CH:27]=[CH:28][N:29]=3)[N:15]=[C:16]([N:18]3[CH2:23][CH2:22][CH2:21][CH:20]([C:24]([NH:30][C:31]4[CH:43]=[CH:42][C:34]([C:35]([O:37][C:38]([CH3:39])([CH3:40])[CH3:41])=[O:36])=[CH:33][CH:32]=4)=[O:25])[CH2:19]3)[CH:17]=2)=[N:7][C:8]=1[O:9][CH3:10]. Reported procedure: A mixture of 1-(8-(5,6-dimethoxypyridin-2-ylamino)imidazo[1,2-b]pyridazin-6-yl)piperidine-3-carboxylic acid (100 mg, 0.25 mmol), tert-butyl 4-aminobenzoate (49 mg, 0.25 mmol), EDCI (192 mg, 1.0 mmol) and 1-methyl-1H-imidazole (82 mg, 1.0 mmol) in dichloromethane (3 mL) was stirred at room temperature for 16 h. The residue was concentrated to give crude tert-butyl 4-(1-(8-(5,6-dimethoxypyridin-2-ylamino)imidazo[1,2-b]pyridazin-6-yl)piperidine-3-carboxamido)benzoate (200 mg, crude) as brown liquid... Reactants: COc1cc2c3c(n(C)c(=O)c2cc1OC)-c1cc2c(cc1C3=CCCCBr)OCO2, CC(C)=O, [I-], [Na+]. Product: COc1cc2c3c(n(C)c(=O)c2cc1OC)-c1cc2c(cc1C3=CCCCI)OCO2. As a reaction SMILES: [Br:3][CH2:4][CH2:5][CH2:6][CH:7]=[C:8]1[c:9]2[cH:10][c:11]3[c:12]([cH:13][c:14]2-[c:15]2[n:16]([CH3:30])[c:17](=[O:29])[c:18]4[cH:19][c:20]([O:27][CH3:28])[c:21]([O:25][CH3:26])[cH:22][c:23]4[c:24]21)[O:31][CH2:32][O:33]3.[CH3:34][C:35](=[O:36])[CH3:37].[I-:1].[Na+:2]>>[I:1][CH2:4][CH2:5][CH2:6][CH:7]=[C:8]1[c:9]2[cH:10][c:11]3[c:12]([cH:13][c:14]2-[c:15]2[n:16]([CH3:30])[c:17](=[O:29])[c:18]4[cH:19][c:20]([O:27][CH3:28])[c:21]([O:25][CH3:26])[cH:22][c:23]4[c:24]21)[O:31][CH2:32][O:33]3. The reactants are O=C1OCC(CO)N1c1nc(-c2ccc(Br)cc2)cs1, CCN(CC)S(F)(F)F, ClCCl. The product is O=C1OCC(CF)N1c1nc(-c2ccc(Br)cc2)cs1. As a reaction SMILES: [Br:1][c:2]1[cH:3][cH:4][c:5](-[c:8]2[n:9][c:10]([N:13]3[C:14](=[O:20])[O:15][CH2:16][CH:17]3[CH2:18][OH:19])[s:11][cH:12]2)[cH:6][cH:7]1.[CH2:21]([N:22]([S:23]([F:24])([F:25])[F:27])[CH2:26][CH3:28])[CH3:29].[CH2:30]([Cl:31])[Cl:32]>>[Br:1][c:2]1[cH:3][cH:4][c:5](-[c:8]2[n:9][c:10]([N:13]3[C:14](=[O:20])[O:15][CH2:16][CH:17]3[CH2:18][F:27])[s:11][cH:12]2)[cH:6][cH:7]1. Starting materials: Cl.N1N=CC=C1C1CNCCC1 (3-(1H-pyrazol-5-yl)piperidine hydrochloride), TEA, C(C)N1C2=CC=CC=C2C=2C=CC(=CC12)C=O (9-ethyl-9H-carbazole-2-carbaldehyde). Reagents/catalysts: CC(C)O[Ti](OC(C)C)(OC(C)C)OC(C)C (Ti(OiPr)4), [BH3-]C#N.[Na+] (NaBH3CN). Run in C1CCOC1 (THF). Reaction conditions: time 8 hour. Yields the product N1N=CC=C1C1CN(CCC1)CC1=CC=2N(C3=CC=CC=C3C2C=C1)CC (2-((3-(1H-pyrazol-5-yl)piperidin-1-yl)methyl)-9-ethyl-9H-carbazole). The yield is 16.7%. As a reaction SMILES: [CH2:1]([N:3]1[C:15]2[CH:14]=[C:13]([CH:16]=O)[CH:12]=[CH:11][C:10]=2[C:9]2[C:4]1=[CH:5][CH:6]=[CH:7][CH:8]=2)[CH3:2].Cl.[NH:19]1[C:23]([CH:24]2[CH2:29][CH2:28][CH2:27][NH:26][CH2:25]2)=[CH:22][CH:21]=[N:20]1>C1COCC1.CC(O[Ti](OC(C)C)(OC(C)C)OC(C)C)C.[BH3-]C#N.[Na+]>[NH:19]1[C:23]([CH:24]2[CH2:29][CH2:28][CH2:27][N:26]([CH2:16][C:13]3[CH:12]=[CH:11][C:10]4[C:9]5[C:4](=[CH:5][CH:6]=[CH:7][CH:8]=5)[N:3]([CH2:1][CH3:2])[C:15]=4[CH:14]=3)[CH2:25]2)=[CH:22][CH:21]=[N:20]1 |f:1.2,5.6|. Procedure: A 100-mL 3-necked round-bottom flask was charged with a solution of 9-ethyl-9H-carbazole-2-carbaldehyde (1.12 g, 5.02 mmol, 1.00 equiv) in THF (50 mL). To this was added 3-(1H-pyrazol-5-yl)piperidine hydrochloride (940 mg, 5.01 mmol, 1.00 equiv), Ti(OiPr)4 (2 g, 7.04 mmol, 1.40 equiv) and TEA (660 mg, 6.52 mmol, 1.30 equiv). The resulting solution was stirred at room temperature overnight. To the mixture was then added NaBH3CN (1.26 mg, 0.02 mmol, 4.00 equiv). The resulting solution was stirred ...